This data is from the Open Reaction Database (ORD), a public repository of structured organic reaction records. The task is: describe an organic reaction: reactants, conditions, products, and yield Yield: 59.0%. Reported procedure: To a stirred solution of 4-(1-(4-(2-chloroethoxy)phenyl)-2-phenylbut-1-enyl)-2-fluorophenol in 5 mL MeOH was added 2 mL CH3NH2 (30% aq) and heated at 85° C. overnight. The mixture was extracted with EtOAc, washed with water and brine, dried over Na2SO4, filtered, concentrated, and purified by column chromatography (CH2Cl2/MeOH(NH3 gas)=10/1) to give the desired product (59% yield, Z/E=1/1 as a white solid. m/z=392[M+1]+. RXN SMILES: Cl[CH2:2][CH2:3][O:4][C:5]1[CH:10]=[CH:9][C:8]([C:11]([C:21]2[CH:26]=[CH:25][C:24]([OH:27])=[C:23]([F:28])[CH:22]=2)=[C:12]([C:15]2[CH:20]=[CH:19][CH:18]=[CH:17][CH:16]=2)[CH2:13][CH3:14])=[CH:7][CH:6]=1.[CH3:29][NH2:30]>CO>[F:28][C:23]1[CH:22]=[C:21]([C:11]([C:8]2[CH:9]=[CH:10][C:5]([O:4][CH2:3][CH2:2][NH:30][CH3:29])=[CH:6][CH:7]=2)=[C:12]([C:15]2[CH:20]=[CH:19][CH:18]=[CH:17][CH:16]=2)[CH2:13][CH3:14])[CH:26]=[CH:25][C:24]=1[OH:27]. The reactants are ClCCOC1=CC=C(C=C1)C(=C(CC)C1=CC=CC=C1)C1=CC(=C(C=C1)O)F (4-(1-(4-(2-chloroethoxy)phenyl)-2-phenylbut-1-enyl)-2-fluorophenol), CN (CH3NH2). Conditions: temperature 85 celsius. Product: FC1=C(C=CC(=C1)C(=C(CC)C1=CC=CC=C1)C1=CC=C(C=C1)OCCNC)O (2-fluoro-4-(1-(4-(2-(methylamino)ethoxy)phenyl)-2-phenylbut-1-enyl)phenol), 1/1. The solvent is CO (MeOH). The reactants are COC1=CC=C(C(=O)C2=CNC3=CC=CC=C23)C=C1 (3-(p-methoxybenzoyl)indole), ClCCO (2-chloroethanol). The solvent is CN(C=O)C (dimethylformamide), C[O-].[Na+] (sodium methoxide). Reaction conditions: temperature 110 celsius, time 1 hour. The product is COC1=CC=C(C(=O)C2=CN(C3=CC=CC=C23)CCO)C=C1 (3-(p-methoxybenzoyl)-N-(2-hydroxyethyl)indole). As a reaction SMILES: [CH3:1][O:2][C:3]1[CH:19]=[CH:18][C:6]([C:7]([C:9]2[C:17]3[C:12](=[CH:13][CH:14]=[CH:15][CH:16]=3)[NH:11][CH:10]=2)=[O:8])=[CH:5][CH:4]=1.Cl[CH2:21][CH2:22][OH:23]>CN(C)C=O.C[O-].[Na+]>[CH3:1][O:2][C:3]1[CH:4]=[CH:5][C:6]([C:7]([C:9]2[C:17]3[C:12](=[CH:13][CH:14]=[CH:15][CH:16]=3)[N:11]([CH2:21][CH2:22][OH:23])[CH:10]=2)=[O:8])=[CH:18][CH:19]=1 |f:3.4|. Procedure: 5 g of 3-(p-methoxybenzoyl)indole were dissolved in 30 ml of dimethylformamide containing 1.3 g of sodium methoxide. 1.93 g of 2-chloroethanol was added to the solution followed by stirring at 110° C. for 1 hour. The solution was concentrated under reduced pressure and was extracted with 100 ml of chloroform and 50 ml of water. After evaporating the organic layer to dryness, the residue was recrystallized from ethanol to give 3-(p-methoxybenzoyl)-N-(2-hydroxyethyl)indole (compound 21). (Yield: 5... Reactants: CC(Cl)c1cccnc1, c1ccc2c(N3CCNCC3)nsc2c1. Reagents/catalysts: O=C([O-])[O-].[Cs+].[Cs+] (cesium carbonate), [I-].[K+] (potassium iodide). Solvent: CN(C)C=O (DMF), CN(C)C=O (dmf), CN(C)C=O (DMF). Conditions: temperature 70 celsius, time 16 hour. The product is CC(c1cccnc1)N1CCN(c2nsc3ccccc23)CC1. The reactants are C1(=CC=CC=C1)C.NC=1C=C2CCC(OC2=CC1)CC(=O)OCC (ethyl 2-(6-aminochroman-2-yl)acetate toluene), C(C)(=O)Cl (acetyl chloride), C(C)(=O)Cl (acetyl chloride). Solvent: N1=CC=CC=C1 (pyridine), N1=CC=CC=C1 (pyridine). Conditions: time 30 minute. The product is C(C)(=O)NC=1C=C2CCC(OC2=CC1)CC(=O)OCC (ethyl 2-(6-acetamidochroman-2-yl)acetate). As a reaction SMILES: C1(C)C=CC=CC=1.[NH2:8][C:9]1[CH:10]=[C:11]2[C:16](=[CH:17][CH:18]=1)[O:15][CH:14]([CH2:19][C:20]([O:22][CH2:23][CH3:24])=[O:21])[CH2:13][CH2:12]2.[C:25](Cl)(=[O:27])[CH3:26]>N1C=CC=CC=1>[C:25]([NH:8][C:9]1[CH:10]=[C:11]2[C:16](=[CH:17][CH:18]=1)[O:15][CH:14]([CH2:19][C:20]([O:22][CH2:23][CH3:24])=[O:21])[CH2:13][CH2:12]2)(=[O:27])[CH3:26] |f:0.1|. Reported procedure: The ethyl 2-(6-aminochroman-2-yl)acetate toluene solution of Example 4 (6 L) was cooled to −5° C. in a sodium chloride-ice bath, and 293 g of anhydrous pyridine added in a single portion. To the well-stirred mixture was added dropwise 246 g of acetyl chloride, maintaining the temperature between −5° C. and 5° C. The reaction was not complete by TLC after 30 min, so an additional 50 g of anhydrous pyridine and 50 g of acetyl chloride were added dropwise, and the reaction stirred for 30 min. The r... The reactants are BrC(Br)(Br)Br, O=Cc1cccc(Oc2ncc(Cl)cn2)c1, c1ccc(P(c2ccccc2)c2ccccc2)cc1. Product: Clc1cnc(Oc2cccc(C=C(Br)Br)c2)nc1. As a reaction SMILES: [C:1]([Br:2])([Br:3])([Br:4])[Br:5].[Cl:25][c:26]1[cH:27][n:28][c:29]([O:32][c:33]2[cH:34][c:35]([CH:39]=[O:40])[cH:36][cH:37][cH:38]2)[n:30][cH:31]1.[c:6]1([P:7]([c:8]2[cH:9][cH:10][cH:11][cH:12][cH:13]2)[c:14]2[cH:15][cH:16][cH:17][cH:18][cH:19]2)[cH:20][cH:21][cH:22][cH:23][cH:24]1>>[C:1]([Br:2])([Br:5])=[CH:39][c:35]1[cH:34][c:33]([O:32][c:29]2[n:28][cH:27][c:26]([Cl:25])[cH:31][n:30]2)[cH:38][cH:37][cH:36]1.